Dataset: the Open Reaction Database (ORD), a public repository of structured organic reaction records. Task: describe an organic reaction: reactants, conditions, products, and yield The reactants are C(C1=CC=CC=C1)OC1=CC=C(C=C1)C(C1=CC=C(C=C1)OCC1=CC=CC=C1)N(C1=CC=C(C#N)C=C1)N1C=NN=C1 (4-{[Bis-(4-benzyloxy-phenyl)-methyl]-[1,2,4]triazol-4-yl-amino}-benzonitrile). The reagents and catalysts are [Pd] (palladium on charcoal). Run in C(C)(=O)OCC (ethyl acetate), C(C)O (ethanol). Conditions: time 48 hour. Product: OC1=CC=C(C=C1)C(C1=CC=C(C=C1)O)N(C1=CC=C(C#N)C=C1)N1C=NN=C1 (4-({[Bis-(4-hydroxy-phenyl)-methyl]-[1,2,4]triazol-4-yl-amino)}-benzonitrile). RXN SMILES: C([O:8][C:9]1[CH:14]=[CH:13][C:12]([CH:15]([N:30]([N:39]2[CH:43]=[N:42][N:41]=[CH:40]2)[C:31]2[CH:38]=[CH:37][C:34]([C:35]#[N:36])=[CH:33][CH:32]=2)[C:16]2[CH:21]=[CH:20][C:19]([O:22]CC3C=CC=CC=3)=[CH:18][CH:17]=2)=[CH:11][CH:10]=1)C1C=CC=CC=1>C(O)C.[Pd].C(OCC)(=O)C>[OH:8][C:9]1[CH:14]=[CH:13][C:12]([CH:15]([N:30]([N:39]2[CH:43]=[N:42][N:41]=[CH:40]2)[C:31]2[CH:38]=[CH:37][C:34]([C:35]#[N:36])=[CH:33][CH:32]=2)[C:16]2[CH:21]=[CH:20][C:19]([OH:22])=[CH:18][CH:17]=2)=[CH:11][CH:10]=1. Procedure details: 4-{[Bis-(4-benzyloxy-phenyl)-methyl]-[1,2,4]triazol-4-yl-amino}-benzonitrile (CAB02068, 564 mg, 1.0 mmol) was dissolved in ethanol, (50 mL) and palladium on charcoal (50 mg, 10% Pd) was added. The mixture was stirred under hydrogen atmosphere (balloon) for 48 h (TLC monitored) until all starting material was consumed. The Pd/C was filtered off (celite) and the solution was concentrated under reduced pressure. A yellow solid was obtained, which was dissolved in ethyl acetate (10 mL) upon heating.... Starting materials: CO, COCCC(C(=O)Nc1ccn(CC2COC(C)(C)O2)n1)N1CC(Oc2ccccc2Cl)=CC1=O, O, Cc1ccc(S(=O)(=O)O)cc1. The product is COCCC(C(=O)Nc1ccn(CC(O)CO)n1)N1CC(Oc2ccccc2Cl)=CC1=O. Reaction SMILES: [CH3:48][OH:49].[Cl:1][c:2]1[c:3]([O:4][C:5]2=[CH:6][C:7](=[O:31])[N:8]([CH:10]([C:11](=[O:12])[NH:13][c:14]3[n:15][n:16]([CH2:19][CH:20]4[O:21][C:22]([CH3:25])([CH3:26])[O:23][CH2:24]4)[cH:17][cH:18]3)[CH2:27][CH2:28][O:29][CH3:30])[CH2:9]2)[cH:32][cH:33][cH:34][cH:35]1.[OH2:36].[c:37]1([CH3:38])[cH:39][cH:40][c:41]([S:42]([OH:43])(=[O:44])=[O:45])[cH:46][cH:47]1>>[Cl:1][c:2]1[c:3]([O:4][C:5]2=[CH:6][C:7](=[O:31])[N:8]([CH:10]([C:11](=[O:12])[NH:13][c:14]3[n:15][n:16]([CH2:19][CH:20]([OH:21])[CH2:24][OH:23])[cH:17][cH:18]3)[CH2:27][CH2:28][O:29][CH3:30])[CH2:9]2)[cH:32][cH:33][cH:34][cH:35]1. Starting materials: C(CCC)[Li] (n-Butyllithium), BrC1=CC=C(C=C1)C(OC)OC (1-bromo-4-(dimethoxymethyl)benzene), FC(C(=O)O)(F)F (Trifluoroacetic acid), C1(CCCC1)=O (cyclopentanone). The solvent is C(C)(=O)OCC (ethyl acetate), C1CCOC1 (THF), ClCCl.O (dichloromethane water). Run at time 2 hour. Product: C1(=CCCC1)C1=CC=C(C=O)C=C1 (4-Cyclopent-1-en-1-ylbenzaldehyde). Yield: 69.1%. RXN SMILES: C([Li])CCC.Br[C:7]1[CH:12]=[CH:11][C:10]([CH:13]([O:16]C)OC)=[CH:9][CH:8]=1.[C:18]1(=O)[CH2:22][CH2:21][CH2:20][CH2:19]1.FC(F)(F)C(O)=O>C1COCC1.C(OCC)(=O)C.ClCCl.O>[C:18]1([C:7]2[CH:8]=[CH:9][C:10]([CH:13]=[O:16])=[CH:11][CH:12]=2)[CH2:22][CH2:21][CH2:20][CH:19]=1 |f:6.7|. Reported procedure: n-Butyllithium (7.2 mL, 1.56 M hexane solution, 11.2 mmol) was added to a solution in THF (25 mL) of 1-bromo-4-(dimethoxymethyl)benzene (2.29 g, 9.91 mmol) at −78° C. The mixture was stirred at the same temperature for 2 hours, and then cyclopentanone (1.34 mL, 15.1 mmol) was added thereto. The resulting mixture was heated to room temperature and then stirred for 1 hour. The reaction was terminated by adding a saturated ammonium chloride aqueous solution, and an extraction with ethyl acetate was... The reactants are ClC1=C2CCN(C2=CC=C1)C=1N=C(SC1)C(=O)N1C[C@@H](O[C@@H](C1)C)C ((cis) (4-(4-chloroindolin-1-yl)thiazol-2-yl) (2,6-dimethylmorpholino) methanone), BrC=1N=C(SC1)C(=O)N1C[C@@H](O[C@@H](C1)C)C ((cis) (4-bromothiazol-2-yl) (2,6-dimethylmorpholino)methanone), BrC1=CC=C(C=C1)S(=O)(=O)N (4-bromobenzenesulfonamide), C(C)(=O)[O-].[K+] (potassium acetate). Reagents/catalysts: C(C)(=O)[O-].[Pd+2].C(C)(=O)[O-] (palladium (II) acetate). Solvent: CC(=O)N(C)C (dimethyl acetamide). Reaction conditions: temperature 150 celsius. Product: ClC1=C2CCN(C2=CC=C1)C=1N=C(SC1C1=CC=C(C=C1)S(=O)(=O)N)C(=O)N1C[C@H](O[C@H](C1)C)C ((cis) 4-(4-(4-chloroindolin-1-yl)-2-(2,6-dimethylmorpholine-4-carbonyl) thiazol-5-yl)benzenesulfonamide). Isolated yield 26.0%. RXN SMILES: [Cl:1][C:2]1[CH:10]=[CH:9][CH:8]=[C:7]2[C:3]=1[CH2:4][CH2:5][N:6]2[C:11]1[N:12]=[C:13]([C:16]([N:18]2[CH2:23][C@@H:22]([CH3:24])[O:21][C@@H:20]([CH3:25])[CH2:19]2)=[O:17])[S:14][CH:15]=1.BrC1N=C(C(N2C[C@@H](C)O[C@@H](C)C2)=O)SC=1.Br[C:43]1[CH:48]=[CH:47][C:46]([S:49]([NH2:52])(=[O:51])=[O:50])=[CH:45][CH:44]=1.C([O-])(=O)C.[K+]>CC(N(C)C)=O.C([O-])(=O)C.[Pd+2].C([O-])(=O)C>[Cl:1][C:2]1[CH:10]=[CH:9][CH:8]=[C:7]2[C:3]=1[CH2:4][CH2:5][N:6]2[C:11]1[N:12]=[C:13]([C:16]([N:18]2[CH2:23][C@H:22]([CH3:24])[O:21][C@H:20]([CH3:25])[CH2:19]2)=[O:17])[S:14][C:15]=1[C:43]1[CH:48]=[CH:47][C:46]([S:49]([NH2:52])(=[O:51])=[O:50])=[CH:45][CH:44]=1 |f:3.4,6.7.8|. Procedure: To a solution of (cis) (4-(4-chloroindolin-1-yl)thiazol-2-yl) (2,6-dimethylmorpholino) methanone (Step-2, of compound 45, 0.6 g, 1.59 mmol in dimethyl acetamide (10 ml) were added 4-bromobenzenesulfonamide (0.41 g, 1.75 mmol) and potassium acetate (0.31 g, 3.18 mmol) at 25° C. in a tube, the nitrogen gas was bubbled through reaction mixture for 15 minutes. To this was added palladium (II) acetate (0.03 g, 0.16 mmol) under nitrogen and the tube was sealed. The reaction mixture was heated at 150° ...